This data is from the Open Reaction Database (ORD), a public repository of structured organic reaction records. The task is: describe an organic reaction: reactants, conditions, products, and yield The reactants are COC(CC1=C(C=CC=C1)C#CC1=NC(=NC=C1C)NC=1C=CC(=NC1)C1CCN(CC1)C(=O)OC(C)(C)C)=O (tert-butyl 4-(5-((4-((2-(2-methoxy-2-oxoethyl)phenyl)ethynyl)-5-methylpyrimidin-2-yl)amino)pyridin-2-yl)piperidine-1-carboxylate). Reagents/catalysts: [Pd] (Pd/C). The solvent is CN(C)C=O (DMF), CCN(CC)CC (Et3N). Run at time 44 hour. Product: COC(CC1=C(CCC2=NC(=NC=C2C)NC=2C=CC(=NC2)C2CCN(CC2)C(=O)OC(C)(C)C)C=CC=C1)=O (tert-Butyl 4-(5-((4-(2-(2-methoxy-2-oxoethyl)phenethyl)-5-methylpyrimidin-2-yl)amino)pyridin-2-yl)piperidine-1-carboxylate), foam. Yield: 91.0%. Reaction SMILES: [CH3:1][O:2][C:3](=[O:40])[CH2:4][C:5]1[CH:10]=[CH:9][CH:8]=[CH:7][C:6]=1[C:11]#[C:12][C:13]1[C:18]([CH3:19])=[CH:17][N:16]=[C:15]([NH:20][C:21]2[CH:22]=[CH:23][C:24]([CH:27]3[CH2:32][CH2:31][N:30]([C:33]([O:35][C:36]([CH3:39])([CH3:38])[CH3:37])=[O:34])[CH2:29][CH2:28]3)=[N:25][CH:26]=2)[N:14]=1>CN(C=O)C.CCN(CC)CC.[Pd]>[CH3:1][O:2][C:3](=[O:40])[CH2:4][C:5]1[CH:10]=[CH:9][CH:8]=[CH:7][C:6]=1[CH2:11][CH2:12][C:13]1[C:18]([CH3:19])=[CH:17][N:16]=[C:15]([NH:20][C:21]2[CH:22]=[CH:23][C:24]([CH:27]3[CH2:28][CH2:29][N:30]([C:33]([O:35][C:36]([CH3:37])([CH3:38])[CH3:39])=[O:34])[CH2:31][CH2:32]3)=[N:25][CH:26]=2)[N:14]=1. Procedure: A suspension of 10% Pd/C (53% water; 30 mg) and tert-butyl 4-(5-((4-((2-(2-methoxy-2-oxoethyl)phenyl)ethynyl)-5-methylpyrimidin-2-yl)amino)pyridin-2-yl)piperidine-1-carboxylate (A17) (125 mg, 0.231 mmol) in DMF (5 mL) and Et3N (1 mL) was stirred under a hydrogen atmosphere at room temperature for 44 hours. The resulting mixture was filtered through Celite, washing with EtOAc (200 mL). The combined filtrates were evaporated in vacuo and the resulting oil purified by silica gel chromatography (Bio... Reaction SMILES: [NH2:1][C:2]1[N:7]2[CH:8]=[C:9]([CH3:11])[N:10]=[C:6]2[C:5]([C:12]([O:14]C)=[O:13])=[CH:4][C:3]=1[Cl:16].[OH-].[Li+].[CH3:19]O>>[CH3:19][C:8]1[N:7]2[C:2]([NH2:1])=[C:3]([Cl:16])[CH:4]=[C:5]([C:12]([OH:14])=[O:13])[C:6]2=[N:10][C:9]=1[CH3:11] |f:1.2|. Starting materials: NC1=C(C=C(C=2N1C=C(N2)C)C(=O)OC)Cl (methyl 5-amino-6-chloro-2-methylimidazo[1,2-a]pyridine-8-carboxylate), [OH-].[Li+] (lithium hydroxide), CO (methanol). Yields the product CC1=C(N=C2N1C(=C(C=C2C(=O)O)Cl)N)C (methyl 5-amino-6-chloro-2-methylimidazo[1,2-a]pyridine-8-carboxylic acid). The yield is 96.0%. Reported procedure: A mixture of methyl 5-amino-6-chloro-2-methylimidazo[1,2-a]pyridine-8-carboxylate (Example 2, Step 4, 10.5 g, 43.9 mmol,) and 1 N lithium hydroxide (87.7 mL, 87.7 mmol) in methanol (100 mL) was stirred under reflux for 1 h. After removal of the solvent in vacuo, the residue was suspended with water and treated with 2 N hydrochloric acid to adjust to pH 4. The resulting solid was filtered, washed with water and diethyl ether and dried in vacuo with heating to give 9.5 g (42.2 mmol, 96%) of the ti... Reactants: COC(=O)c1ccc(C)c(-n2c(C)nc(OCc3ccc(F)cc3F)c(Br)c2=O)c1, [Na+], C1COCCO1, [OH-], O, O=C(O)C(F)(F)F. Product: Cc1ccc(C(=O)O)cc1-n1c(C)nc(OCc2ccc(F)cc2F)c(Br)c1=O. RXN SMILES: [Br:1][c:2]1[c:3]([O:21][CH2:22][c:23]2[c:24]([F:30])[cH:25][c:26]([F:29])[cH:27][cH:28]2)[n:4][c:5]([CH3:20])[n:6](-[c:9]2[cH:10][c:11]([C:12](=[O:13])[O:14][CH3:15])[cH:16][cH:17][c:18]2[CH3:19])[c:7]1=[O:8].[Na+:32].[O:33]1[CH2:34][CH2:35][O:36][CH2:37][CH2:38]1.[OH-:31].[OH2:46].[OH:39][C:40]([C:41]([F:42])([F:43])[F:44])=[O:45]>>[Br:1][c:2]1[c:3]([O:21][CH2:22][c:23]2[c:24]([F:30])[cH:25][c:26]([F:29])[cH:27][cH:28]2)[n:4][c:5]([CH3:20])[n:6](-[c:9]2[cH:10][c:11]([C:12](=[O:13])[OH:14])[cH:16][cH:17][c:18]2[CH3:19])[c:7]1=[O:8]. The reactants are OC1=C(C=NC2=CC(=CC=C12)OC)C(=O)O (4-hydroxy-7-methoxyquinoline-3-carboxylic acid). Run in C1=CC=C(C=C1)C2=CC=CC=C2.C1=CC=C(C=C1)OC2=CC=CC=C2 (Dowtherm A). Yields the product COC1=CC=C2C(=CC=NC2=C1)O (7-methoxyquinolin-4-ol). Yield: 97.0%. Reaction SMILES: [OH:1][C:2]1[C:11]2[C:6](=[CH:7][C:8]([O:12][CH3:13])=[CH:9][CH:10]=2)[N:5]=[CH:4][C:3]=1C(O)=O>C1C=CC(C2C=CC=CC=2)=CC=1.C1C=CC(OC2C=CC=CC=2)=CC=1>[CH3:13][O:12][C:8]1[CH:7]=[C:6]2[C:11]([C:2]([OH:1])=[CH:3][CH:4]=[N:5]2)=[CH:10][CH:9]=1 |f:1.2|. Procedure: A suspension of 4-hydroxy-7-methoxyquinoline-3-carboxylic acid (4.0 g) in Dowtherm A (75 mL) was heated at reflux for 2 hrs. The resulting brown solution was allowed to slowly cool to ambient temperature. The resulting precipitate was isolated by filtration and then dried in a vacuum oven at 80° C. for 2.5 days to provide 3.1 g of 7-methoxyquinolin-4-ol as a light tan solid. Starting materials: [OH-].[Na+] (NaOH), BrBr (Br2), Br[O-] (hypobromite), C(C)(=O)C12CC3(CC2CC(C1)C3)NC(OC(C)(C)C)=O (tert-butyl (3-acetyl tricyclo[3.3.1.03,7]non-1-yl)carbamate), C(C)(=O)O (acetic acid). Solvent: O1CCOCC1 (1,4 dioxane), O (H2O), O (water), O1CCOCC1 (1,4-dioxane). Run at temperature 0 celsius, time 5 minute. Yields the product C(C)(C)(C)OC(=O)NC12CC3(CC(CC3C1)C2)C(=O)O (1-[(tert-butoxycarbonyl)amino]tricyclo[3.3.1.03,7]nonane-3-carboxylic acid). The yield is 87.2%. Reaction SMILES: [OH-].[Na+].BrBr.Br[O-].[C:7]([C:10]12[CH2:17][CH:16]3[CH2:18][C:12]([NH:19][C:20](=[O:26])[O:21][C:22]([CH3:25])([CH3:24])[CH3:23])([CH2:13][CH:14]1[CH2:15]3)[CH2:11]2)(=[O:9])C.C(O)(=[O:29])C>O1CCOCC1.O>[C:22]([O:21][C:20]([NH:19][C:12]12[CH2:18][CH:16]3[CH2:15][CH:14]([CH2:13]1)[C:10]([C:7]([OH:9])=[O:29])([CH2:17]3)[CH2:11]2)=[O:26])([CH3:23])([CH3:24])[CH3:25] |f:0.1|. Procedure details: To a mixture of NaOH (1.32 g, 33.0 mmol), H2O (8.8 mL), and 1,4 dioxane (2 mL) at ice bath temperature was added Br2 (0.6 mL, 12.3 mmol) and stirred for 5 minutes. The resulting hypobromite solution was added dropwise to a stirred solution of the compound obtained in step II (0.6 g, 2.2 mmol) in 1,4-dioxane (2.4 mL) at around 10° C. The reaction mixture was gradually warmed to r.t, stirred for 1 h, then cooled to 0° C. and quenched by adding acetic acid (2 mL, 36.3 mmol). The mixture was diluted... Starting materials: [OH-].[Na+] (sodium hydroxide), CN(C)CN(C)C (N,N,N′,N′-Tetramethyldiaminomethane), [N+](=O)([O-])C1=C2C=CNC2=CC=C1 (4-nitroindole). The solvent is C(C)(=O)O (acetic acid), C(C)(=O)O (acetic acid). Reaction conditions: temperature 0 celsius, time 3.5 hour. Product: CN(CC1=CNC2=CC=CC(=C12)[N+](=O)[O-])C (N,N-Dimethyl-1-(4-nitro-1H-indol-3-yl)methanamine). Reaction SMILES: CN([CH2:4][N:5]([CH3:7])[CH3:6])C.[N+:8]([C:11]1[CH:19]=[CH:18][CH:17]=[C:16]2[C:12]=1[CH:13]=[CH:14][NH:15]2)([O-:10])=[O:9].[OH-].[Na+]>C(O)(=O)C>[CH3:7][N:5]([CH3:6])[CH2:4][C:13]1[C:12]2[C:16](=[CH:17][CH:18]=[CH:19][C:11]=2[N+:8]([O-:10])=[O:9])[NH:15][CH:14]=1 |f:2.3|. Procedure: N,N,N′,N′-Tetramethyldiaminomethane (2.2 mL, 15.6 mol) in acetic acid (30 mL) was added dropwise over 60 min to a solution of 4-nitroindole (2.30 g, 14.2 mol) in acetic acid (30 mL). After 3.5 h, the reaction was cooled to 0° C., and 20% aqueous sodium hydroxide was added to adjust the pH to 11. The mixture was extracted with CHCl3 (3×300 mL) and the combined organic extracts were dried over Na2SO4, filtered, and concentrated in vacuo to give the title compound. MS: ml/=220 (M+1). The reactants are ClC=1C=C2C(C(=O)NC2=O)=CC1 (4-chlorophthalimide), Cl (hydrochloric acid). Run in O1CCCC1 (tetrahydrofuran). Yields the product ClC1=C2CNCC2=CC=C1 (4-chloroisoindoline). As a reaction SMILES: Cl[C:2]1[CH:3]=[C:4]2[C:9](=O)[NH:8][C:6](=O)[C:5]2=[CH:11][CH:12]=1.[ClH:13]>O1CCCC1>[Cl:13][C:11]1[CH:12]=[CH:2][CH:3]=[C:4]2[C:5]=1[CH2:6][NH:8][CH2:9]2. Reported procedure: To a solution of 4-chlorophthalimide (60 g) in 1 liter of tetrahydrofuran was added borane-methyl sulfide complex (100 ml of 10M), and the mixture was refluxed overnight. After cooling, 100 ml of 6N hydrochloric acid was added slowly, the mixture refluxed for 2 hours, and then filtered. The filtrate was concentrated under reduced pressure, and the resulting aqueous solution washed with ethyl acetate. The aqueous layer was then basified with ammonium hydroxide and extracted with methylene chlorid...